This data is from the Open Reaction Database (ORD), a public repository of structured organic reaction records. The task is: describe an organic reaction: reactants, conditions, products, and yield Starting materials: Cl (HCl), CO (MeOH), ClC1=C(C=C(C=N1)OC[C@@H]1N(CC1)C)C1=CC=CC=C1 (6-chloro-3-(1-methyl-2-(R)-azetidinylmethoxy)-5-phenylpyridine), Cl (hydrogen chloride), CI NH3. Run in CCOCC (Et2O). Product: Cl.ClC1=C(C=C(C=N1)OC[C@@H]1N(CC1)C)C1=CC=CC=C1 (6-Chloro-3-(1-methyl-2-(R)-azetidinylmethoxy)-5-phenylpyridine hydrochloride). As a reaction SMILES: [Cl:1][C:2]1[N:7]=[CH:6][C:5]([O:8][CH2:9][C@H:10]2[CH2:13][CH2:12][N:11]2[CH3:14])=[CH:4][C:3]=1[C:15]1[CH:20]=[CH:19][CH:18]=[CH:17][CH:16]=1.Cl.CO>CCOCC>[ClH:1].[Cl:1][C:2]1[N:7]=[CH:6][C:5]([O:8][CH2:9][C@H:10]2[CH2:13][CH2:12][N:11]2[CH3:14])=[CH:4][C:3]=1[C:15]1[CH:20]=[CH:19][CH:18]=[CH:17][CH:16]=1 |f:4.5|. Procedure details: To a solution of 6-chloro-3-(1-methyl-2-(R)-azetidinylmethoxy)-5-phenylpyridine in Et2O was added hydrogen chloride (1.0 M in Et2O) carefully to afford the tittle compound: mp 173-175° C.; 1H NMR (D2O) δ 2.60-2.78 (m, 3H), 3.00 (s, 3H), 4.02 (m, 1H), 4.25 (m, 1H), 4.60-4.78 (m, 2H), 7.56-7.60 (m, 6H), 8.18 (d, 1H, J=2.0 Hz); MS (CI/NH3) m/z 289 (M+H)+. Anal. Calcd for C16H17ClN2O.1.1 HCl; C, 58.43; H, 5.55; N, 8.52. Found: C, 58.37; H, 5.56; N, 8.43. [α]D23 +40.37 (c 0.27, MeOH). Reactants: CC(=O)OCc1ccc(C)c(-c2cccc[n+]2[O-])n1, ClP(Cl)Cl, O, c1ccccc1. Product: CC(=O)OCc1ccc(C)c(-c2ccccn2)n1. Reaction SMILES: [CH3:1][c:2]1[c:3](-[c:13]2[n+:14]([O-:19])[cH:15][cH:16][cH:17][cH:18]2)[n:4][c:5]([CH2:8][O:9][C:10]([CH3:11])=[O:12])[cH:6][cH:7]1.[Cl:20][P:21]([Cl:22])[Cl:23].[OH2:24].[cH:25]1[cH:26][cH:27][cH:28][cH:29][cH:30]1>>[CH3:1][c:2]1[c:3](-[c:13]2[n:14][cH:15][cH:16][cH:17][cH:18]2)[n:4][c:5]([CH2:8][O:9][C:10]([CH3:11])=[O:12])[cH:6][cH:7]1. The reactants are CCOC(=O)C(=O)OCC, CC[O-], CCO, CC(=O)c1cccc(F)c1O, [Na+]. Yields the product O=C1OCC(C(=O)c2cccc(F)c2O)=C1O. As a reaction SMILES: [C:12]([C:13](=[O:14])[O:15][CH2:16][CH3:21])([O:17][CH2:19][CH3:20])=[O:18].[CH3:23][CH2:24][O-:25].[CH3:26][CH2:27][OH:28].[F:1][c:2]1[c:3]([OH:11])[c:4]([C:8]([CH3:9])=[O:10])[cH:5][cH:6][cH:7]1.[Na+:22]>>[F:1][c:2]1[c:3]([OH:11])[c:4]([C:8]([C:9]2=[C:12]([OH:18])[C:13](=[O:14])[O:15][CH2:16]2)=[O:10])[cH:5][cH:6][cH:7]1. Reactants: OS(=O)(=O)O (H2SO4), FC1=C(N)C=CC=C1 (2-fluoroaniline), C(=C)C(=O)C (methyl vinyl ketone). Solvent: O1CCOCC1 (1,4-dioxane), O1CCOCC1 (1,4-dioxane). The product is FC=1C=CC=C2C(=CC=NC12)C (8-Fluoro-4-methyl-quinoline). Isolated yield 41.4%. Reaction SMILES: OS(O)(=O)=O.[F:6][C:7]1[CH:13]=[CH:12][CH:11]=[CH:10][C:8]=1[NH2:9].[CH:14]([C:16]([CH3:18])=O)=[CH2:15]>O1CCOCC1>[F:6][C:7]1[CH:13]=[CH:12][CH:11]=[C:10]2[C:8]=1[N:9]=[CH:15][CH:14]=[C:16]2[CH3:18]. Reported procedure: Add H2SO4 (14.4 mL, 270 mmol) to a solution of 2-fluoroaniline (20.0 g, 180 mmol) in 1,4-dioxane (1 L) at room temperature. Heat the mixture to reflux and add methyl vinyl ketone (19.5 mL, 270 mmol) in 1,4-dioxane (50 mL) dropwise over 3 hours. Continue to heat for 1 hour after the addition, then remove the solvent under vacuum. Dissolve the residue in water (100 mL), neutralize with Na2CO3 and extract with CH2Cl2. Wash the combined organic extracts with water and brine, dry with anhydrous Na2SO... Reactants: ClC1=NC=CN=C1Cl (2,3-dichloropyrazine), CN (methanamine). The solvent is C1CCOC1 (THF). Yields the product ClC=1C(=NC=CN1)NC (3-chloro-N-methylpyrazin-2-amine). Yield: 43.4%. Reaction SMILES: Cl[C:2]1[C:7]([Cl:8])=[N:6][CH:5]=[CH:4][N:3]=1.[CH3:9][NH2:10]>C1COCC1>[Cl:8][C:7]1[C:2]([NH:10][CH3:9])=[N:3][CH:4]=[CH:5][N:6]=1. Procedure details: 2,3-dichloropyrazine (15 g, 101 mmol), methanamine (9.48 g, 101 mmol), and 100 mL of THF were stirred at room temperature for 24 h. The solvent was evaporated. The residue was dissolved in dichloromethane and washed with NaOH solution. The organic layer was separated and dried over MgSO4. After evaporating solvent, the residue was purified by column using dichloromethane as solvent to give 3-chloro-N-methylpyrazin-2-amine (6.3 g, 43.6% yield).